From a dataset of the Open Reaction Database (ORD), a public repository of structured organic reaction records. describe an organic reaction: reactants, conditions, products, and yield The reactants are CCC1(CC)Oc2ccc(C#N)cc2C(O)C1Br, O=C([O-])[O-], CN(C)C=O, [K+], [K+], O. Yields the product CCC1(CC)Oc2ccc(C#N)cc2C2OC21. As a reaction SMILES: [Br:1][CH:2]1[C:3]([CH2:15][CH3:16])([CH2:17][CH3:18])[O:4][c:5]2[c:6]([cH:9][c:10]([C:13]#[N:14])[cH:11][cH:12]2)[CH:7]1[OH:8].[C:19](=[O:20])([O-:21])[O-:22].[CH3:26][N:27]([CH3:28])[CH:29]=[O:30].[K+:23].[K+:24].[OH2:25]>>[CH:2]12[C:3]([CH2:15][CH3:16])([CH2:17][CH3:18])[O:4][c:5]3[c:6]([cH:9][c:10]([C:13]#[N:14])[cH:11][cH:12]3)[CH:7]1[O:8]2. Reactants: Cl, C1COCCO1, O=C(O)c1cc(O)no1, CCOC(=O)C(C)CC(Cc1ccc(-c2ccccc2)cc1)NC(=O)c1cnc(OC)o1. Product: CCOC(=O)C(C)CC(Cc1ccc(-c2ccccc2)cc1)NC(=O)c1c[nH]c(=O)o1. As a reaction SMILES: [ClH:42].[O:43]1[CH2:44][CH2:45][O:46][CH2:47][CH2:48]1.[OH:33][c:34]1[cH:35][c:36]([C:37]([OH:38])=[O:39])[o:40][n:41]1.[c:1]1(-[c:27]2[cH:28][cH:29][cH:30][cH:31][cH:32]2)[cH:2][cH:3][c:4]([CH2:7][CH:8]([CH2:9][CH:10]([C:11](=[O:12])[O:13][CH2:14][CH3:15])[CH3:16])[NH:17][C:18](=[O:19])[c:20]2[cH:21][n:22][c:23]([O:25][CH3:26])[o:24]2)[cH:5][cH:6]1>>[c:1]1(-[c:27]2[cH:28][cH:29][cH:30][cH:31][cH:32]2)[cH:2][cH:3][c:4]([CH2:7][CH:8]([CH2:9][CH:10]([C:11](=[O:12])[O:13][CH2:14][CH3:15])[CH3:16])[NH:17][C:18](=[O:19])[c:20]2[cH:21][nH:22][c:23](=[O:25])[o:24]2)[cH:5][cH:6]1. Product: COc1ccc(Cn2c(N)c(N)c(=O)[nH]c2=S)cc1OCc1ccccc1. As a reaction SMILES: [CH2:48]1[O:49][CH2:50][CH2:51][CH2:52]1.[CH3:44][S:45]([CH3:46])=[O:47].[CH3:54][OH:55].[N:32]([O-:33])=[O:34].[NH2:1][c:2]1[cH:3][c:4](=[O:26])[nH:5][c:6](=[S:25])[n:7]1[CH2:8][c:9]1[cH:10][c:11]([O:17][CH2:18][c:19]2[cH:20][cH:21][cH:22][cH:23][cH:24]2)[c:12]([O:15][CH3:16])[cH:13][cH:14]1.[Na+:35].[Na+:42].[Na+:43].[OH2:53].[P:27](=[O:28])([OH:29])([OH:30])[OH:31].[S:36]([S:37]([O-:38])=[O:39])([O-:40])=[O:41]>>[NH2:1][c:2]1[c:3]([NH2:32])[c:4](=[O:26])[nH:5][c:6](=[S:25])[n:7]1[CH2:8][c:9]1[cH:10][c:11]([O:17][CH2:18][c:19]2[cH:20][cH:21][cH:22][cH:23][cH:24]2)[c:12]([O:15][CH3:16])[cH:13][cH:14]1. The reactants are C1CCOC1, CS(C)=O, CO, O=N[O-], COc1ccc(Cn2c(N)cc(=O)[nH]c2=S)cc1OCc1ccccc1, [Na+], [Na+], [Na+], O, O=P(O)(O)O, O=S([O-])S(=O)[O-]. RXN SMILES: [N+:1]([O-:4])([O-:3])=[O:2].[Ag+:5].O.[CH2:7]([OH:9])[CH3:8]>>[N+:1]([O-:4])([O-:3])=[O:2].[Ag+:5].[OH2:9].[CH2:7]([OH:9])[CH3:8] |f:0.1,4.5.6.7|. Procedure: Silver nitrate of 60 g was dissolved into water of 120 g, and ethanol of 1666 g was added thereto to form a silver nitrate-water—ethanol aqueous liquid. This liquid was added to the formed gold colloid liquid (i) of 44 g, and stirred. The dimethylaminoethanol of 158 g was quickly added, and then stirred for two hours at room temperature, whereby a gold/silver composite colloid liquid of orange color was formed. Reactants: [N+](=O)([O-])[O-].[Ag+] (Silver nitrate), O (water), C(C)O (ethanol). Yields the product [N+](=O)([O-])[O-].[Ag+].O.C(C)O (silver nitrate water ethanol).